Dataset: the Open Reaction Database (ORD), a public repository of structured organic reaction records. Task: describe an organic reaction: reactants, conditions, products, and yield Reactants: O=C(Br)CBr, CCN(C(C)C)C(C)C, C1CCOC1, CCNCC, CCOC(C)=O, O. The product is CCN(CC)C(=O)CBr. RXN SMILES: [Br:1][CH2:2][C:3](=[O:4])[Br:5].[CH2:11]([N:12]([CH:13]([CH3:14])[CH3:15])[CH:16]([CH3:17])[CH3:18])[CH3:19].[CH2:21]1[O:22][CH2:23][CH2:24][CH2:25]1.[CH2:6]([CH3:7])[NH:8][CH2:9][CH3:10].[CH3:26][CH2:27][O:28][C:29](=[O:30])[CH3:31].[OH2:20]>>[Br:1][CH2:2][C:3](=[O:4])[N:8]([CH2:6][CH3:7])[CH2:9][CH3:10]. The reactants are NC1=CC=C(C=N1)C=1OC2=C(N1)C=CC(=C2)O (2-(6-aminopyridin-3-yl)-1,3-benzoxazol-6-ol), C(C)(C)(C)[Si](C)(C)Cl (tert-butylchlorodimethylsilane), N1C=NC=C1 (imidazole), C(C)(C)(C)[Si](C)(C)Cl (tert-butylchlorodimethylsilane), N1C=NC=C1 (imidazole). Solvent: CN(C)C=O (DMF). Reaction conditions: time 3 hour. The product is [Si](C)(C)(C(C)(C)C)OC1=CC2=C(N=C(O2)C=2C=CC(=NC2)N)C=C1 (5-(6-{[tert-butyl(dimethyl)silyl]oxy}-1,3-benzoxazol-2-yl)pyridin-2-amine). The yield is 345.6%. RXN SMILES: [NH2:1][C:2]1[N:7]=[CH:6][C:5]([C:8]2[O:9][C:10]3[CH:16]=[C:15]([OH:17])[CH:14]=[CH:13][C:11]=3[N:12]=2)=[CH:4][CH:3]=1.[C:18]([Si:22](Cl)([CH3:24])[CH3:23])([CH3:21])([CH3:20])[CH3:19].N1C=CN=C1>CN(C=O)C>[Si:22]([O:17][C:15]1[CH:14]=[CH:13][C:11]2[N:12]=[C:8]([C:5]3[CH:4]=[CH:3][C:2]([NH2:1])=[N:7][CH:6]=3)[O:9][C:10]=2[CH:16]=1)([C:18]([CH3:21])([CH3:20])[CH3:19])([CH3:24])[CH3:23]. Reported procedure: To a solution of 2-(6-aminopyridin-3-yl)-1,3-benzoxazol-6-ol (0.95 mmol) in DMF (25 mL) was added tert-butylchlorodimethylsilane (1.05 mmol) and imidazole (2.38 mmol), the resulting mixture was stirred at room temperature for 3 hours. LCMS showed no conversion. Additional tert-butylchlorodimethylsilane (1.05 mmol) and imidazole (2.38 mmol) was added to the reaction mixture, then stirred at room temperature overnight. The reaction mixture was then partitioned between EtOAc (100 mL) and water (250... The reactants are Cl.CO (HCl methanol), C(C(=O)O)(=O)O.FC1=CC=C(C=C1)C1(OCCO1)CCCN(C)CC(=O)N1CCC(CC1)OC1=CC(=CC=C1)Cl (1-{N-{3-[2-(4-fluorophenyl)-1,3-dioxolan-2-yl]propyl}-N-methylaminoacetyl}-4-(3-chlorophenoxy)piperidine oxalate), C([O-])([O-])=O.[Na+].[Na+] (sodium carbonate), [H][H] (hydrogen). The reagents and catalysts are [Pd] (palladium on carbon). Solvent: CO (methanol). The product is FC1=CC=C(C=C1)C1(OCCO1)CCCN(C)CC(=O)N1CCC(CC1)OC1=CC=CC=C1 (1-{N-{3-[2-(4-fluorophenyl)-1,3-dioxolan-2-yl]-propyl}-N-methylaminoacetyl}-4-phenoxypiperidine). As a reaction SMILES: Cl.CO.C(O)(=O)C(O)=O.[F:10][C:11]1[CH:16]=[CH:15][C:14]([C:17]2([CH2:22][CH2:23][CH2:24][N:25]([CH2:27][C:28]([N:30]3[CH2:35][CH2:34][CH:33]([O:36][C:37]4[CH:42]=[CH:41][CH:40]=[C:39](Cl)[CH:38]=4)[CH2:32][CH2:31]3)=[O:29])[CH3:26])[O:21][CH2:20][CH2:19][O:18]2)=[CH:13][CH:12]=1.[H][H].C(=O)([O-])[O-].[Na+].[Na+]>[Pd].CO>[F:10][C:11]1[CH:16]=[CH:15][C:14]([C:17]2([CH2:22][CH2:23][CH2:24][N:25]([CH2:27][C:28]([N:30]3[CH2:31][CH2:32][CH:33]([O:36][C:37]4[CH:38]=[CH:39][CH:40]=[CH:41][CH:42]=4)[CH2:34][CH2:35]3)=[O:29])[CH3:26])[O:18][CH2:19][CH2:20][O:21]2)=[CH:13][CH:12]=1 |f:0.1,2.3,5.6.7|. Procedure: A suspension prepared from 2.25 g of 5% palladium on carbon, 400 ml of methanol, 0.2 ml of saturated HCl/methanol and 11.19 g (19.3 mmol) of 1-{N-{3-[2-(4-fluorophenyl)-1,3-dioxolan-2-yl]propyl}-N-methylaminoacetyl}-4-(3-chlorophenoxy)piperidine oxalate was shaken under 50 psi hydrogen at 50° for 4 hours. The mixture was allowed to cool to room temperature and filtered, and the solvent was evaporated to provide an oil. The oil was shaken with saturated sodium carbonate, extracted with ether, dri... Starting materials: CN(CCN(C)c1nc2cc([N+](=O)[O-])ccc2[nH]1)C(=O)c1ccccc1, CCO, [Na+], [OH-]. Yields the product CN(CCN(C)c1nc2cc(N)ccc2[nH]1)C(=O)c1ccccc1. As a reaction SMILES: [CH3:1][N:2]([C:3]([c:4]1[cH:5][cH:6][cH:7][cH:8][cH:9]1)=[O:10])[CH2:11][CH2:12][N:13]([c:14]1[n:15][c:16]2[c:17]([nH:18]1)[cH:19][cH:20][c:21]([N+:23]([O-:24])=[O:25])[cH:22]2)[CH3:26].[CH3:29][CH2:30][OH:31].[Na+:28].[OH-:27]>>[CH3:1][N:2]([C:3]([c:4]1[cH:5][cH:6][cH:7][cH:8][cH:9]1)=[O:10])[CH2:11][CH2:12][N:13]([c:14]1[n:15][c:16]2[c:17]([nH:18]1)[cH:19][cH:20][c:21]([NH2:23])[cH:22]2)[CH3:26]. The reactants are C1(O)=CC(O)=CC=C1 (resorcin), C1(=CC=CC=C1)C (toluene), Cl (hydrochloric acid), OCC1=C(C(=CC(=C1)C(C)(C)CC(C)(C)C)CO)O (2,6-bis(hydroxymethyl)-4-t-octylphenol). Run in O (water). Run at temperature 80 celsius. Yields the product C(C)(C)(CC(C)(C)C)C1=CC=C(C=C1)O.C1(O)=CC(O)=CC=C1 (resorcin p-t-octylphenol). Reaction SMILES: OC[C:3]1[CH:8]=[C:7]([C:9]([CH2:12][C:13]([CH3:16])([CH3:15])[CH3:14])([CH3:11])[CH3:10])[CH:6]=[C:5](CO)[C:4]=1[OH:19].[C:20]1([CH:27]=[CH:26][CH:25]=[C:23]([OH:24])[CH:22]=1)[OH:21].C1(C)C=CC=CC=1.Cl>O>[C:9]([C:7]1[CH:8]=[CH:3][C:4]([OH:19])=[CH:5][CH:6]=1)([CH2:12][C:13]([CH3:16])([CH3:15])[CH3:14])([CH3:10])[CH3:11].[C:20]1([CH:27]=[CH:26][CH:25]=[C:23]([OH:24])[CH:22]=1)[OH:21] |f:5.6|. Procedure: In a four-necked flask equipped with a fractionator and a thermometer were placed 66.5 g (0.25 mole) of 2,6-bis(hydroxymethyl)-4-t-octylphenol (purity: 99.1%) synthesized in the same manner as in the former half of Example 8, 82.5 g (0.75 mole) of resorcin and 100 ml of toluene, and 36% hydrochloric acid was added thereto so that the pH became 4, after which the temperature was elevated to 112° C. and then kept at that temperature for two hours while the water formed and toluene were removed by ... Starting materials: N1=CC=CC=C1 (Pyridine), C(C)OC([C@@H](NC(C(F)(F)F)=O)CC1=CC(=CC=C1)O)=O (N-trifluoroacetyl-3-hydroxy-L-phenylalanine ethyl ester), C1=C(C=CC2=CC=CC=C12)B(O)O (2-naphthaleneboronic acid), 4A, powder. The reagents and catalysts are C(C)(=O)[O-].[Cu+2].C(C)(=O)[O-] (copper (II) acetate). Solvent: C(C)(=O)OCC (ethyl acetate), C(Cl)Cl (methylene chloride). Run at time 16 hour. Yields the product C(C)OC([C@@H](NC(C(F)(F)F)=O)CC1=CC(=CC=C1)OC1=CC2=CC=CC=C2C=C1)=O (N-trifluoroacetyl-3-(2-naphthyloxy)-L-phenylalanine ethyl ester). Isolated yield 89.0%. As a reaction SMILES: N1C=CC=CC=1.[CH2:7]([O:9][C:10](=[O:27])[C@H:11]([CH2:19][C:20]1[CH:25]=[CH:24][CH:23]=[C:22]([OH:26])[CH:21]=1)[NH:12][C:13](=[O:18])[C:14]([F:17])([F:16])[F:15])[CH3:8].[CH:28]1[C:37]2[C:32](=[CH:33][CH:34]=[CH:35][CH:36]=2)[CH:31]=[CH:30][C:29]=1B(O)O>C(Cl)Cl.C(OCC)(=O)C.C([O-])(=O)C.[Cu+2].C([O-])(=O)C>[CH2:7]([O:9][C:10](=[O:27])[C@H:11]([CH2:19][C:20]1[CH:25]=[CH:24][CH:23]=[C:22]([O:26][C:30]2[CH:29]=[CH:28][C:37]3[C:32](=[CH:33][CH:34]=[CH:35][CH:36]=3)[CH:31]=2)[CH:21]=1)[NH:12][C:13](=[O:18])[C:14]([F:15])([F:16])[F:17])[CH3:8] |f:5.6.7|. Reported procedure: Pyridine (0.22 ml, 2.72 mmol) was added to a suspension of N-trifluoroacetyl-3-hydroxy-L-phenylalanine ethyl ester (159 mg, 0.521 mmol), 2-naphthaleneboronic acid (186 mg, 1.08 mmol), molecular sieves 4A powder (204 mg) and copper (II) acetate (153 mg, 0.842 mmol) in methylene chloride (7 ml) and the mixture was stirred under air atmosphere (without argon) at room temperature for 16 hrs. The reaction mixture was diluted with ethyl acetate (30 ml) and the insoluble materials were filtered off (ce...